Task: describe an organic reaction: reactants, conditions, products, and yield. Dataset: the Open Reaction Database (ORD), a public repository of structured organic reaction records Starting materials: CO, Cc1ccccc1, COC(=O)c1cccc(Oc2ccc3nc(NC(=O)C4CC4)oc3c2)c1, Cl, [Na+], [OH-]. Product: O=C(O)c1cccc(Oc2ccc3nc(NC(=O)C4CC4)oc3c2)c1. Reaction SMILES: [CH3:30][OH:31].[CH3:32][c:33]1[cH:34][cH:35][cH:36][cH:37][cH:38]1.[CH:1]1([C:4](=[O:5])[NH:6][c:7]2[o:8][c:9]3[c:10]([n:11]2)[cH:12][cH:13][c:14]([O:16][c:17]2[cH:18][c:19]([C:20](=[O:21])[O:22][CH3:23])[cH:24][cH:25][cH:26]2)[cH:15]3)[CH2:2][CH2:3]1.[ClH:29].[Na+:28].[OH-:27]>>[CH:1]1([C:4](=[O:5])[NH:6][c:7]2[o:8][c:9]3[c:10]([n:11]2)[cH:12][cH:13][c:14]([O:16][c:17]2[cH:18][c:19]([C:20](=[O:21])[OH:22])[cH:24][cH:25][cH:26]2)[cH:15]3)[CH2:2][CH2:3]1. The reactants are Cl.Cl.N1(CCCCC1)CCCN1CCNCCC1=O (4-(3-piperidin-1-yl-propyl)-[1,4]diazepan-5-one-dihydrochloride), Cl.Cl.N1(CCCCC1)CCCN1CCNCCC1=O (4-(3-piperidin-1-yl-propyl)-[1,4]diazepan-5-one-dihydrochloride), C(\C=C\C1=CC=CC=C1)(=O)O ((E)-cinnamic acid). Product: C1(=CC=CC=C1)/C=C/C(=O)N1CCN(C(CC1)=O)CCCN1CCCCC1 (1-[(E)-(3-Phenyl-acryloyl)]-4-(3-piperidin-1-yl-propyl)-[1,4]diazepan-5-one). RXN SMILES: Cl.Cl.[N:3]1([CH2:9][CH2:10][CH2:11][N:12]2[C:18](=[O:19])[CH2:17][CH2:16][NH:15][CH2:14][CH2:13]2)[CH2:8][CH2:7][CH2:6][CH2:5][CH2:4]1.[C:20](O)(=[O:29])/[CH:21]=[CH:22]/[C:23]1[CH:28]=[CH:27][CH:26]=[CH:25][CH:24]=1>>[C:23]1(/[CH:22]=[CH:21]/[C:20]([N:15]2[CH2:16][CH2:17][C:18](=[O:19])[N:12]([CH2:11][CH2:10][CH2:9][N:3]3[CH2:4][CH2:5][CH2:6][CH2:7][CH2:8]3)[CH2:13][CH2:14]2)=[O:29])[CH:28]=[CH:27][CH:26]=[CH:25][CH:24]=1 |f:0.1.2|. Reported procedure: In analogy to the procedure described in example 11A, 4-(3-piperidin-1-yl-propyl)-[1,4]diazepan-5-one-dihydrochloride (intermediate 4B) and (E)-cinnamic acid gave the title compound as off-white solid. MS: 370.2 (MH+).